From a dataset of the Open Reaction Database (ORD), a public repository of structured organic reaction records. describe an organic reaction: reactants, conditions, products, and yield Reported procedure: A cesium phosphotungstate catalyst is prepared according to the procedure of Example 1. A Parr pressure reactor is charged with 2.05 g of Cs2.5 H0.5 PW12O40, 32.24 g of acrylonitrile plus 30 ppm MEHQ, 13.54 g of 2,4,4 trimethyl-1-pentene, 3.27 g of distilled H2O, and 0.025 g of MEHQ. The reactor is sealed with air in the head space. The contents are heated to 120° C. for 12 hours, developing a pressure of 50 psig. Upon cooling the contents are diluted with toluene and centrifuged to separate the... The solvent is C1(=CC=CC=C1)C (toluene). Product: CC(CC(C(=O)N)=C)CC(C)(C)C (2,4,4-trimethylpentylacrylamide). Starting materials: H0.5, C(C=C)#N (acrylonitrile), COC1=CC=C(C=C1)O (MEHQ), CC(=C)CC(C)(C)C (2,4,4 trimethyl-1-pentene), O (H2O). The reagents and catalysts are COC1=CC=C(C=C1)O (MEHQ), cesium phosphotungstate. RXN SMILES: [C:1](#[N:4])[CH:2]=[CH2:3].C[O:6]C1C=CC(O)=CC=1.[CH3:14][C:15]([CH2:17][C:18]([CH3:21])([CH3:20])[CH3:19])=[CH2:16].O>C1(C)C=CC=CC=1.COC1C=CC(O)=CC=1>[CH3:16][CH:15]([CH2:17][C:18]([CH3:21])([CH3:20])[CH3:19])[CH2:14][C:2](=[CH2:3])[C:1]([NH2:4])=[O:6]. Conditions: temperature 120 celsius. Reactants: SCC(CS(=O)(=O)N)(C)C (3-mercapto-2,2-dimethyl-1-propylsulfonamide), C[O-].[Na+].CO (sodium methoxide methanol), ClC=1C=CC=2N(N1)C=CN2 (6-chloroimidazo[1,2-b]pyridazine). Run in CO (methanol). Yields the product S(N)(=O)(=O)CC(CSC=1C=CC=2N(N1)C=CN2)(C)C (6-[(3-sulfamoyl-2,2-dimethylpropyl)thio]imidazo[1,2-b]pyridazine). Isolated yield 66.0%. RXN SMILES: [SH:1][CH2:2][C:3]([CH3:10])([CH3:9])[CH2:4][S:5]([NH2:8])(=[O:7])=[O:6].C[O-].[Na+].CO.Cl[C:17]1[CH:18]=[CH:19][C:20]2[N:21]([CH:23]=[CH:24][N:25]=2)[N:22]=1>CO>[S:5]([CH2:4][C:3]([CH3:10])([CH3:9])[CH2:2][S:1][C:17]1[CH:18]=[CH:19][C:20]2[N:21]([CH:23]=[CH:24][N:25]=2)[N:22]=1)(=[O:7])(=[O:6])[NH2:8] |f:1.2.3|. Procedure details: To a solution of 0.37 g of 3-mercapto-2,2-dimethyl-1-propylsulfonamide and 0.37 g of 28% sodium methoxide-methanol solution in 50 ml of methanol was added 0.31 g of 6-chloroimidazo[1,2-b]pyridazine, followed by refluxing at 80°-85° C. for 3 hours. The reaction solution was concentrated under reduced pressure. The residue to which 30 ml of water were added was extracted with tetrahydrofuran and ethyl acetate (1:1). The extract was dried over anhydrous magnesium sulfate and distilled under reduced... The reactants are C(O)([O-])=O.[Na+] (sodium hydrogencarbonate), CC1(CCC(CC1)C1=C(C=CC=C1)N1CCNCC1)C (1-[2-(4,4-dimethylcyclohexyl)phenyl]piperazine), O1C=C(C=C1)C=O (furan-3-carbaldehyde), C(C)(=O)O[BH-](OC(C)=O)OC(C)=O.[Na+] (sodium triacetoxyborohydride). The solvent is C(C)(=O)OCC (ethyl acetate), O1CCCC1 (tetrahydrofuran). Conditions: time 50 minute. Product: CC1(CCC(CC1)C1=C(C=CC=C1)N1CCN(CC1)CC1=COC=C1)C (1-[2-(4,4-dimethylcyclohexyl)phenyl]-4-furan-3-ylmethylpiperazine). RXN SMILES: [CH3:1][C:2]1([CH3:20])[CH2:7][CH2:6][CH:5]([C:8]2[CH:13]=[CH:12][CH:11]=[CH:10][C:9]=2[N:14]2[CH2:19][CH2:18][NH:17][CH2:16][CH2:15]2)[CH2:4][CH2:3]1.[O:21]1[CH:25]=[CH:24][C:23]([CH:26]=O)=[CH:22]1.C(O[BH-](OC(=O)C)OC(=O)C)(=O)C.[Na+].C(=O)([O-])O.[Na+]>C(OCC)(=O)C.O1CCCC1>[CH3:1][C:2]1([CH3:20])[CH2:3][CH2:4][CH:5]([C:8]2[CH:13]=[CH:12][CH:11]=[CH:10][C:9]=2[N:14]2[CH2:19][CH2:18][N:17]([CH2:26][C:23]3[CH:24]=[CH:25][O:21][CH:22]=3)[CH2:16][CH2:15]2)[CH2:6][CH2:7]1 |f:2.3,4.5|. Procedure details: To a mixture of 1-[2-(4,4-dimethylcyclohexyl)phenyl]piperazine (30 mg, 0.11 mmol) produced in Example (3c), furan-3-carbaldehyde (21 mg, 0.22 mmol) and tetrahydrofuran (2 mL) was added sodium triacetoxyborohydride (119 mg, 0.559 mmol), followed by stirring for 1 hour and 50 minutes at room temperature. Saturated aqueous solution of sodium hydrogencarbonate was added to the reaction mixture and extraction was performed with ethyl acetate. The separated organic layer was filtered through Celite. T... Conditions: time 8 hour. The solvent is CC(=O)C (acetone), CCOCC (ether), C(C)O (ethanol), CO.C(Cl)(Cl)Cl (methanol chloroform), CO (methanol). Reactants: C(\C=C/C(=O)O)(=O)O (maleic acid), CN (methylamine), N(C(=N)N)C=1SC=C(N1)C1CC(CCC1)NC(SC)=NS(=O)(=O)C (2-guanidino-4-[3-(3-methylsulphonyl-2-methylisothioureido)cyclohexyl]thiazole). As a reaction SMILES: [NH:1]([C:5]1[S:6][CH:7]=[C:8]([CH:10]2[CH2:15][CH2:14][CH2:13][CH:12]([NH:16][C:17](=[N:20][S:21]([CH3:24])(=[O:23])=[O:22])SC)[CH2:11]2)[N:9]=1)[C:2]([NH2:4])=[NH:3].[CH3:25][NH2:26].[C:27]([OH:34])(=[O:33])/[CH:28]=[CH:29]\[C:30]([OH:32])=[O:31]>CO.C(Cl)(Cl)Cl.C(O)C.CO.CC(C)=O.CCOCC>[OH2:22].[C:27]([OH:34])(=[O:33])/[CH:28]=[CH:29]\[C:30]([OH:32])=[O:31].[NH:1]([C:5]1[S:6][CH:7]=[C:8]([CH:10]2[CH2:15][CH2:14][CH2:13][CH:12]([NH:16][C:17]([NH:26][CH3:25])=[N:20][S:21]([CH3:24])(=[O:22])=[O:23])[CH2:11]2)[N:9]=1)[C:2]([NH2:4])=[NH:3] |f:3.4,9.10.11|. Yields the product O.C(\C=C/C(=O)O)(=O)O.N(C(=N)N)C=1SC=C(N1)C1CC(CCC1)NC(=NS(=O)(=O)C)NC (2-guanidino-4-[3-(2-methylsulphonyl-3-methylguanidino)cyclohexyl]-thiazole hydrogen maleate monohydrate). Reported procedure: A solution of 2-guanidino-4-[3-(3-methylsulphonyl-2-methylisothioureido)cyclohexyl]thiazole (0.25 g.) in methanol/chloroform 50:50 v/v (15 ml.) was treated with 20 ml. of 33% w/v methylamine in ethanol and the mixture allowed to stand at room temperature overnight. Evaporation of the solvent gave a gum which was dissolved in methanol (1 ml.) and to this solution was added an excess of maleic acid in acetone. The resulting solution was diluted with ether until crystallisation occurred, giving 2-g... Reactants: C(C1=CC=CC=C1)N1C2=C(C3=CC=CC=C13)CCN(C2)C(=O)OC(C)(C)C (9-benzyl-2-tert-butyloxycarbonyl-1,2,3,4-tetrahydro-9H-pyrido[3,4-b]-indole), FC(C(=O)O)(F)F (trifluoroacetic acid). Solvent: C(Cl)(Cl)Cl (chloroform). The product is C(C1=CC=CC=C1)N1C2=C(C3=CC=CC=C13)CCNC2 (9-benzyl-1,2,3,4-tetrahydro-9H-pyrido[3,4-b]indole). Reaction SMILES: [CH2:1]([N:8]1[C:16]2[C:11](=[CH:12][CH:13]=[CH:14][CH:15]=2)[C:10]2[CH2:17][CH2:18][N:19](C(OC(C)(C)C)=O)[CH2:20][C:9]1=2)[C:2]1[CH:7]=[CH:6][CH:5]=[CH:4][CH:3]=1.FC(F)(F)C(O)=O>C(Cl)(Cl)Cl>[CH2:1]([N:8]1[C:16]2[C:11](=[CH:12][CH:13]=[CH:14][CH:15]=2)[C:10]2[CH2:17][CH2:18][NH:19][CH2:20][C:9]1=2)[C:2]1[CH:7]=[CH:6][CH:5]=[CH:4][CH:3]=1. Reported procedure: A solution of 9-benzyl-2-tert-butyloxycarbonyl-1,2,3,4-tetrahydro-9H-pyrido[3,4-b]-indole (3.66 g, 10.1 mmol) in chloroform (50 ml) was stirred with trifluoroacetic acid (20 ml) at room temperature for 2 hours. The mixture was evaporated to dryness and the residue partitioned between chloroform and saturated potassium carbonate solution (150 ml/1:2). The organic layer was separated and dried (MgSO4). Filtration and evaporation of the solvent gave the product. (2.66 g, 100%).